Dataset: the Open Reaction Database (ORD), a public repository of structured organic reaction records. Task: describe an organic reaction: reactants, conditions, products, and yield The reactants are [N+](=O)([O-])C1=C(C(=CC=C1)Br)O (2-nitro-6-bromo-phenol), CO (MeOH). Reagents/catalysts: [Ni] (Ra—Ni). Solvent: C1CCOC1 (THF). Conditions: time 4 hour. The product is NC1=C(C(=CC=C1)Br)O (2-Amino-6-bromo-phenol). RXN SMILES: [N+:1]([C:4]1[CH:9]=[CH:8][CH:7]=[C:6]([Br:10])[C:5]=1[OH:11])([O-])=O.CO>C1COCC1.[Ni]>[NH2:1][C:4]1[CH:9]=[CH:8][CH:7]=[C:6]([Br:10])[C:5]=1[OH:11]. Procedure details: 5 g (22.9 mmol) 2-nitro-6-bromo-phenol (Fluka 67211) is hydrogenated in the presence of 0.1 g Ra—Ni (B113W EtOH, Degussa) in 100 ml of THF:MeOH=1:1. for 4 h. The reaction mixture is filtered (2 glass fiber filters used) and the filtrate is concentrated in vacuo. The residue is purified by chromatography (silicagel, hexane:EtOAc=2:1) to afford the title compound as a reddish oil which slowly solidifies. The reactants are C1(=CC=CC=C1)C=1O[C@@H]2[C@H](N1)CC=1C=CC=CC1C2O ((±)-(3aR,9aR)-3a,4,9,9a-tetrahydro-2-phenyl-naphth-[2,3-d]oxazol 9-ol), CC(=O)OI1(C=2C=CC=CC2C(=O)O1)(OC(=O)C)OC(=O)C (Dess Martin periodinane), C(C)(C)(C)O (tert-butylalcohol), C(C)(C)O (isopropanol). Run in C(Cl)Cl (methylene chloride). Conditions: time 5 hour. Product: C1(=CC=CC=C1)C=1O[C@@H]2[C@H](N1)CC=1C=CC=CC1C2=O ((±)-(3aR,9aR)-3a,4-Dihydro-2-phenyl-naphth-[2,3-d]-oxazol-9(9aH)-one). As a reaction SMILES: [C:1]1([C:7]2[O:8][C@H:9]3[CH:19]([OH:20])[C:18]4[CH:17]=[CH:16][CH:15]=[CH:14][C:13]=4[CH2:12][C@H:10]3[N:11]=2)[CH:6]=[CH:5][CH:4]=[CH:3][CH:2]=1.CC(OI1(OC(C)=O)(OC(C)=O)OC(=O)C2C=CC=CC1=2)=O.C(O)(C)(C)C.C(O)(C)C>C(Cl)Cl>[C:1]1([C:7]2[O:8][C@H:9]3[C:19](=[O:20])[C:18]4[CH:17]=[CH:16][CH:15]=[CH:14][C:13]=4[CH2:12][C@H:10]3[N:11]=2)[CH:2]=[CH:3][CH:4]=[CH:5][CH:6]=1. Procedure details: Under argon to a solution of (±)-(3aR,9aR)-3a,4,9,9a-tetrahydro-2-phenyl-naphth-[2,3-d]oxazol 9-ol in methylene chloride (10 ml) was added Dess Martin periodinane (640 mg) and tert-butylalcohol (56 mg). After 5 hours stirring at room temperature, isopropanol was added and the reaction mixture was filtered on a silica gel column (elution with cyclohexane: ethyl acetate, 40:1). Evaporation of solvents gave the title compound as an oil (150 mg). Starting materials: COC(CC1(OCCC2=C1NC1=C(C=CC=C21)CC)CC)=O (1,8-Diethyl-1,3,4,9-tetrahydro-pyrano [3,4-b] indole-1-acetic acid methyl ester), ClC=1C(C(=C(C(C1Cl)=O)C#N)C#N)=O (2,3-dichloro-5,6-dicyano-1,4 -benzoquinone). Run in C1CCOC1.O (THF water), C1CCOC1 (THF). Conditions: time 8 hour. The product is COC(CC1(OCC(C2=C1NC1=C(C=CC=C21)CC)=O)CC)=O (1,8-Diethyl-4-oxo-1,3,4,9-tetrahydro-pyrano [3,4-b] indole-1-acetic acid methyl ester). Reaction SMILES: [CH3:1][O:2][C:3](=[O:22])[CH2:4][C:5]1([CH2:20][CH3:21])[C:10]2[NH:11][C:12]3[C:17]([C:9]=2[CH2:8][CH2:7][O:6]1)=[CH:16][CH:15]=[CH:14][C:13]=3[CH2:18][CH3:19].ClC1C(=O)C(C#N)=C(C#N)C(=[O:31])C=1Cl>C1COCC1.O.C1COCC1>[CH3:1][O:2][C:3](=[O:22])[CH2:4][C:5]1([CH2:20][CH3:21])[C:10]2[NH:11][C:12]3[C:17]([C:9]=2[C:8](=[O:31])[CH2:7][O:6]1)=[CH:16][CH:15]=[CH:14][C:13]=3[CH2:18][CH3:19] |f:2.3|. Procedure: The ester produced in step A (0.5g, 1.66 mmol) was dissolved in 5 ml of a 90% THF/water solution, and to this was added 2,3-dichloro-5,6-dicyano-1,4 -benzoquinone (0.75 g, 3.3 mmol., previously dissolved in 5 ml THF). This mixture was stirred overnight. The solvent was evaporated and 50 ml of ethyl acetate was added. The organic phase was extracted sequentially with 2.5N NaOH, distilled water and brine. The organic layer was separated, dried (MgSO4) and evaporated to produce 0.56 g of crude oil.... Reactants: C1CCOC1, CO, COC(=O)c1cc(-c2ccnn2C)c(Cl)s1, [Na+], [OH-]. Yields the product Cn1nccc1-c1cc(C(=O)O)sc1Cl. RXN SMILES: [CH2:19]1[O:20][CH2:21][CH2:22][CH2:23]1.[CH3:24][OH:25].[Cl:1][c:2]1[c:3](-[c:11]2[cH:12][cH:13][n:14][n:15]2[CH3:16])[cH:4][c:5]([C:7](=[O:8])[O:9][CH3:10])[s:6]1.[Na+:18].[OH-:17]>>[Cl:1][c:2]1[c:3](-[c:11]2[cH:12][cH:13][n:14][n:15]2[CH3:16])[cH:4][c:5]([C:7](=[O:8])[OH:9])[s:6]1. Reactants: C1C(CCCCCCCC)O1 (1-decene oxide), NCCCCCCN (hexamethylenediamine). Solvent: CO (methanol). Yields the product C(CCCCCNCC(CCCCCCCC)O)NCC(CCCCCCCC)O (N,N'-(1,6-hexylene)-bis[2-hydroxydecylamine]). As a reaction SMILES: [CH2:1]1[O:11][CH:2]1[CH2:3][CH2:4][CH2:5][CH2:6][CH2:7][CH2:8][CH2:9][CH3:10].[NH2:12][CH2:13][CH2:14][CH2:15][CH2:16][CH2:17][CH2:18][NH2:19]>CO>[CH2:18]([NH:19][CH2:1][CH:2]([OH:11])[CH2:3][CH2:4][CH2:5][CH2:6][CH2:7][CH2:8][CH2:9][CH3:10])[CH2:17][CH2:16][CH2:15][CH2:14][CH2:13][NH:12][CH2:1][CH:2]([OH:11])[CH2:3][CH2:4][CH2:5][CH2:6][CH2:7][CH2:8][CH2:9][CH3:10]. Procedure details: In a manner similar to that of Example 1, condensation of 1-decene oxide (50 g.) and hexamethylenediamine (18.6 g.) and recrystallization of the resulting product from methanol gave N,N'-(1,6-hexylene)-bis[2-hydroxydecylamine] (I: R = CH3 (CH2)7, R' = H, X = (CH2)6, Z = H) (25.4 g., m.p. 118.0°-126.8° C.). The reactants are Oc1cccnc1Br, [H-], CI, [Na+], CN(C)C=O. Product: COc1cccnc1Br. Reaction SMILES: [Br:3][c:4]1[n:5][cH:6][cH:7][cH:8][c:9]1[OH:10].[H-:1].[I:11][CH3:12].[Na+:2].[O:13]=[CH:14][N:15]([CH3:16])[CH3:17]>>[Br:3][c:4]1[n:5][cH:6][cH:7][cH:8][c:9]1[O:10][CH3:12]. The reactants are BrC1=CN=C2N1C=CN=C2 (3-bromoimidazo[1,2-α]pyrazine), P(=O)([O-])([O-])[O-].[K+].[K+].[K+] (potassium phosphate), CC1(OB(OC1(C)C)C=1C=C(C=CC1)C=1C(=CC=CC1)C#N)C (3′-(4,4,5,5-tetramethyl-[1,3,2]dioxaborolan-2-yl)biphenyl-2-carbonitrile), solution. Reagents/catalysts: C=1C=CC(=CC1)[P](C=2C=CC=CC2)(C=3C=CC=CC3)[Pd]([P](C=4C=CC=CC4)(C=5C=CC=CC5)C=6C=CC=CC6)([P](C=7C=CC=CC7)(C=8C=CC=CC8)C=9C=CC=CC9)[P](C=1C=CC=CC1)(C=1C=CC=CC1)C=1C=CC=CC1 (Tetrakis(triphenylphosphine)palladium(0)). Solvent: CN(C(C)=O)C (N,N-dimethylacetamide), O (water), C(O)([O-])=O.[Na+] (sodium hydrogencarbonate). Run at temperature 80 celsius. Product: N=1C=C(N2C1C=NC=C2)C=2C=C(C=CC2)C=2C(=CC=CC2)C#N (3′-(imidazo[1,2-α]pyrazin-3-yl)biphenyl-2-carbonitrile). Isolated yield 37.0%. As a reaction SMILES: Br[C:2]1[N:6]2[CH:7]=[CH:8][N:9]=[CH:10][C:5]2=[N:4][CH:3]=1.P([O-])([O-])([O-])=O.[K+].[K+].[K+].CC1(C)C(C)(C)OB([C:27]2[CH:28]=[C:29]([C:33]3[C:34]([C:39]#[N:40])=[CH:35][CH:36]=[CH:37][CH:38]=3)[CH:30]=[CH:31][CH:32]=2)O1>CN(C)C(=O)C.O.C(=O)([O-])O.[Na+].C1C=CC([P]([Pd]([P](C2C=CC=CC=2)(C2C=CC=CC=2)C2C=CC=CC=2)([P](C2C=CC=CC=2)(C2C=CC=CC=2)C2C=CC=CC=2)[P](C2C=CC=CC=2)(C2C=CC=CC=2)C2C=CC=CC=2)(C2C=CC=CC=2)C2C=CC=CC=2)=CC=1>[N:4]1[CH:3]=[C:2]([C:31]2[CH:30]=[C:29]([C:33]3[C:34]([C:39]#[N:40])=[CH:35][CH:36]=[CH:37][CH:38]=3)[CH:28]=[CH:27][CH:32]=2)[N:6]2[CH:7]=[CH:8][N:9]=[CH:10][C:5]=12 |f:1.2.3.4,8.9,^1:57,59,78,97|. Procedure details: A mixture of 3-bromoimidazo[1,2-α]pyrazine (150 mg, 0.76 mmol), potassium phosphate (321 mg, 1.51 mmol) and 3′-(4,4,5,5-tetramethyl-[1,3,2]dioxaborolan-2-yl)biphenyl-2-carbonitrile (3 ml of a 0.5M solution in N,N-dimethylacetamide) were degassed with N2 for 15 min. Tetrakis(triphenylphosphine)palladium(0) (44 mg, 0.04 mmol) was added and the mixture heated at 80° C. for 18 h. The reaction was allowed to cool to room temperature, diluted with water (20 ml) and saturated sodium hydrogencarbonate s...